Task: describe an organic reaction: reactants, conditions, products, and yield. Dataset: the Open Reaction Database (ORD), a public repository of structured organic reaction records The reactants are C1=CC(=CC(=C1)S(F)(F)(F)(F)F)C(=O)O (3-(pentafluorothio)benzoic acid), O=S(Cl)Cl (SOCl2). Reaction conditions: time 2 hour. Product: FS(C=1C=C(C(=O)Cl)C=CC1)(F)(F)(F)F (3-(pentafluoro-λ6-sulfanyl)benzoyl chloride). Reaction SMILES: [CH:1]1[CH:6]=[C:5]([S:7]([F:12])([F:11])([F:10])([F:9])[F:8])[CH:4]=[C:3]([C:13]([OH:15])=O)[CH:2]=1.O=S(Cl)[Cl:18]>>[F:8][S:7]([F:12])([F:11])([F:10])([F:9])[C:5]1[CH:4]=[C:3]([CH:2]=[CH:1][CH:6]=1)[C:13]([Cl:18])=[O:15]. Procedure: A mixture of 3-(pentafluorothio)benzoic acid (Apollo Scientific, 0.42 g, 1.7 mmol) and SOCl2 (1.2 mL, 16.9 mmol) was warmed to reflux and was allowed to stir for 2 hours. The mixture was cooled to ambient temperature and concentrated under reduced pressure. The residue was dissolved in toluene (5 mL) and was concentrated under reduced pressure. This dilution with toluene and concentration was repeated two additional times to remove residual thionyl chloride and afford 3-(pentafluoro-λ6-sulfanyl)...